This data is from the Open Reaction Database (ORD), a public repository of structured organic reaction records. The task is: describe an organic reaction: reactants, conditions, products, and yield The reactants are C(CC)NC(=O)C1=CC=C(C=C1)NC(=O)N1CC2=CC=C(C=C2C1)C=C (N-[4-(propylcarbamoyl)phenyl]-5-vinyl-1,3-dihydro-2H-isoindole-2-carboxamid), O1CCCC1 (tetrahydrofuran), C[N+]1(CCOCC1)[O-] (N-methylmorpholine-N-oxide). The reagents and catalysts are [Os](=O)(=O)(=O)=O (osmium tetroxide). Run in CC(C)O (2-propanol). Conditions: time 8 hour. Yields the product OC(CO)C=1C=C2CN(CC2=CC1)C(=O)NC1=CC=C(C=C1)C(=O)NCCC (5-(1,2-dihydroxyethyl)-N-{4-[(propylamino)carbonyl]phenyl}-1,3-dihydro-2H-isoindole-2-carboxamide). RXN SMILES: [CH2:1]([NH:4][C:5]([C:7]1[CH:12]=[CH:11][C:10]([NH:13][C:14]([N:16]2[CH2:24][C:23]3[C:18](=[CH:19]C=C(C=C)[CH:22]=3)[CH2:17]2)=[O:15])=[CH:9][CH:8]=1)=[O:6])[CH2:2][CH3:3].C[N+]1([O-])CC[O:31]CC1.[O:35]1[CH2:39][CH2:38][CH2:37][CH2:36]1>CC(O)C.[Os](=O)(=O)(=O)=O>[OH:31][CH:38]([C:37]1[CH:19]=[C:18]2[C:23](=[CH:22][CH:36]=1)[CH2:24][N:16]([C:14]([NH:13][C:10]1[CH:11]=[CH:12][C:7]([C:5]([NH:4][CH2:1][CH2:2][CH3:3])=[O:6])=[CH:8][CH:9]=1)=[O:15])[CH2:17]2)[CH2:39][OH:35]. Procedure: A suspension of N-[4-(propylcarbamoyl)phenyl]-5-vinyl-1,3-dihydro-2H-isoindole-2-carboxamid (0.03 g, 0.086 mmol) in tetrahydrofuran (1 ml) and 2-propanol (0.3 ml) was treated with osmium tetroxide (2.5% wt. % solution in 2-methyl-2-propanol) (0.108 ml, 8.59 μmol). The reaction mixture was treated with N-methylmorpholine-N-oxide (0.030 g, 0.258 mmol). The reaction mixture was allowed to stir at room temperature overnight, quenched with aqueous sodium sulfite solution and extracted with ethyl acet... Reactants: O (Water), C(=O)([O-])[O-].[K+].[K+] (K2CO3), B1(OB(OB(O1)C=C)C=C)C=C.C1=CC=NC=C1 (2,4,6-trivinylcyclotriboroxane-pyridine complex), solid, BrC1=C(C=NC2=CC=C3C(=C12)OCCO3)Cl (10-Bromo-9-chloro-2,3-dihydro-[1,4]dioxino[2,3-f]quinoline). The reagents and catalysts are C=1C=CC(=CC1)[P](C=2C=CC=CC2)(C=3C=CC=CC3)[Pd]([P](C=4C=CC=CC4)(C=5C=CC=CC5)C=6C=CC=CC6)([P](C=7C=CC=CC7)(C=8C=CC=CC8)C=9C=CC=CC9)[P](C=1C=CC=CC1)(C=1C=CC=CC1)C=1C=CC=CC1 (Pd(PPh3)4). The solvent is COCCOC (DME). Conditions: temperature 100 celsius, time 20 minute. The product is ClC=1C=NC2=CC=C3C(=C2C1C=C)OCCO3 (9-Chloro-10-vinyl-2,3-dihydro-[1,4]dioxino[2,3-f]quinoline). Reaction SMILES: Br[C:2]1[C:11]2[C:6](=[CH:7][CH:8]=[C:9]3[O:15][CH2:14][CH2:13][O:12][C:10]3=2)[N:5]=[CH:4][C:3]=1[Cl:16].O.C([O-])([O-])=O.[K+].[K+].B1(C=C)OB([CH:30]=[CH2:31])OB(C=C)O1.C1C=CN=CC=1>COCCOC.C1C=CC([P]([Pd]([P](C2C=CC=CC=2)(C2C=CC=CC=2)C2C=CC=CC=2)([P](C2C=CC=CC=2)(C2C=CC=CC=2)C2C=CC=CC=2)[P](C2C=CC=CC=2)(C2C=CC=CC=2)C2C=CC=CC=2)(C2C=CC=CC=2)C2C=CC=CC=2)=CC=1>[Cl:16][C:3]1[CH:4]=[N:5][C:6]2[C:11]([C:2]=1[CH:30]=[CH2:31])=[C:10]1[O:12][CH2:13][CH2:14][O:15][C:9]1=[CH:8][CH:7]=2 |f:2.3.4,5.6,^1:51,53,72,91|. Reported procedure: To a solution of 10-Bromo-9-chloro-2,3-dihydro-[1,4]dioxino[2,3-f]quinoline (11.5 g, 38.4 mmol, 1 eq) in DME (425 mL, degassed with Argon), was added Pd(PPh3)4, the reaction was stirred under Argon for 20 mins. Water (122 mL), K2CO3 (5.32 g, 38.4 mmol, 1 eq) and the 2,4,6-trivinylcyclotriboroxane-pyridine complex (2.49 g, 15.4 mmol, 0.4 eq) were added, the mixture was then heated to reflux at 100° C. overnight. The reaction was then cooled, the product was extracted with water and DCM, dried ove...